Dataset: the Open Reaction Database (ORD), a public repository of structured organic reaction records. Task: describe an organic reaction: reactants, conditions, products, and yield Starting materials: C(#N)C=1C(NN=C(C1C1=CC=CC=C1)C1=CC=CC=C1)=O (4-cyano-5,6-diphenyl-3-(2H)-pyridazinone), amide, C(C=C)#N (acrylonitrile). The solvent is N1=CC=CC=C1 (pyridine), O (water). Product: C(#N)CCN1N=C(C(=C(C1=O)C#N)C1=CC=CC=C1)C1=CC=CC=C1 (2-(2'-Cyanoethyl)-4-cyano-5,6-diphenyl-3-(2H)-pyridazinone). Reaction SMILES: [C:1]([C:3]1[C:4](=[O:21])[NH:5][N:6]=[C:7]([C:15]2[CH:20]=[CH:19][CH:18]=[CH:17][CH:16]=2)[C:8]=1[C:9]1[CH:14]=[CH:13][CH:12]=[CH:11][CH:10]=1)#[N:2].[C:22](#[N:25])[CH:23]=[CH2:24]>N1C=CC=CC=1.O>[C:22]([CH2:23][CH2:24][N:5]1[C:4](=[O:21])[C:3]([C:1]#[N:2])=[C:8]([C:9]2[CH:14]=[CH:13][CH:12]=[CH:11][CH:10]=2)[C:7]([C:15]2[CH:20]=[CH:19][CH:18]=[CH:17][CH:16]=2)=[N:6]1)#[N:25]. Procedure: 4.0 grams (0.0146 mole) of 4-cyano-5,6-diphenyl-3-(2H)-pyridazinone was dissolved in 40 mls of pyridine along with 10 mls of distilled water. 2 mls of acrylonitrile was added into this solution and the mixture heated to reflux for 2 hours. The solution was cooled and the solvent distilled at reduced pressure. The residual solid was recrystallized from ethyl alcohol to give 2 grams (42%) yield of a white solid which melted at 160°-161° C. The infrared spectrum showed the C-C band at 3.3μ, the nit... Solvent: CO (methanol). Starting materials: FC1=CC=C(C(C(C2=CC=C(C=C2)F)=O)=O)C=C1 (difluorobenzil), CCOC(=O)CC(=O)CC(=O)OCC (diethyl acetonedicarboxylate), FC1=CC=C(C=C1)C1=C(C=CC(=C1C1=CC=C(C=C1)F)C(=O)OCC)C(=O)OCC (Diethyl 2,3-di(4-fluorophenyl)-1,4-benzenedicarboxylate), [OH-].[Na+] (NaOH). As a reaction SMILES: [F:1][C:2]1[CH:7]=[CH:6][C:5]([C:8]2[C:13]([C:14]3[CH:19]=[CH:18][C:17]([F:20])=[CH:16][CH:15]=3)=[C:12]([C:21]([O:23][CH2:24][CH3:25])=[O:22])[CH:11]=C[C:9]=2[C:26]([O:28][CH2:29][CH3:30])=[O:27])=[CH:4][CH:3]=1.FC1C=CC(C(=O)C(=[O:45])C2C=CC(F)=CC=2)=CC=1.CCOC(CC(CC(OCC)=O)=O)=O.[OH-].[Na+]>CO>[C:26]([C:9]1[C:11](=[O:45])[C:12]([C:21]([O:23][CH2:24][CH3:25])=[O:22])=[C:13]([C:14]2[CH:19]=[CH:18][C:17]([F:20])=[CH:16][CH:15]=2)[C:8]=1[C:5]1[CH:4]=[CH:3][C:2]([F:1])=[CH:7][CH:6]=1)([O:28][CH2:29][CH3:30])=[O:27] |f:3.4|. Reported procedure: Diethyl 2,3-di(4-fluorophenyl)-1,4-benzenedicarboxylate In a 500 mL round bottom flask was loaded difluorobenzil (12.3 g, 50.0 mmol), diethyl acetonedicarboxylate (12.1 g, 60.0 mmol) and methanol (100 mL) with stirring. This was cooled in an ice/water bath and methanolic NaOH (2 g in 50 mL of methanol) added to the mixture. This was stirred overnight. The resultant yellow precipitate was filtered and washed with methanol (2×20 mL) and air-dried. The yellow precipitate was then added to acetic an... Reaction conditions: time 8 hour. The yield is 81.0%. The product is C(=O)(OCC)C=1C(C(=C(C1C1=CC=C(C=C1)F)C1=CC=C(C=C1)F)C(=O)OCC)=O (2,5-dicarboethoxy-3,4-di-(4-fluorophenyl)-cyclopentadienone). Starting materials: C(C1=CC=CC=C1)OCCCCCCCCCCO (10-benzyloxy-1-decanol), S(=O)(Cl)Cl (thionyl chloride). Solvent: CN(C=O)C (dimethylformamide). Yields the product C(C1=CC=CC=C1)OCCCCCCCCCCCl (10-benzyloxy-1-chlorodecane). RXN SMILES: [CH2:1]([O:8][CH2:9][CH2:10][CH2:11][CH2:12][CH2:13][CH2:14][CH2:15][CH2:16][CH2:17][CH2:18]O)[C:2]1[CH:7]=[CH:6][CH:5]=[CH:4][CH:3]=1.S(Cl)([Cl:22])=O>CN(C)C=O>[CH2:1]([O:8][CH2:9][CH2:10][CH2:11][CH2:12][CH2:13][CH2:14][CH2:15][CH2:16][CH2:17][CH2:18][Cl:22])[C:2]1[CH:7]=[CH:6][CH:5]=[CH:4][CH:3]=1. Procedure details: A mixture of 7 g of 10-benzyloxy-1-decanol, 8 ml of thionyl chloride, and 0.2 ml of dimethylformamide was heated to 50° to 60° C. for one hour. After the reaction was over, the reaction mixture was concentrated under reduced pressure, the residue was dissolved in 50 ml of n-hexane, and after washing the solution with water, the solution was dried over anhydrous magnesium sulfate. Then, the solvent was distilled off and the residue was applied to silica gel column chromatography and eluted with t... Reactants: mixed solution, Cl (hydrochloric acid), C(C)(=O)[O-] (acetate), FC=1C(=NC(=CC1)NC(CC(C)(C)C)(C)C)N1C=C(C(C2=CC(=C(C(=C12)Cl)F)F)=O)C(=O)OCC (ethyl 1-[3-fluoro-6-(1,1,3,3-tetramethylbutylamino)pyridine-2-yl]-8-chloro-6,7-difluoro-4-oxo-1,4-dihydroquinoline-3-carboxylate). Product: NC1=CC=C(C(=N1)N1C=C(C(C2=CC(=C(C(=C12)Cl)F)F)=O)C(=O)O)F (1-(6-amino-3-fluoropyridine-2-yl)-8-chloro-6,7-difluoro-4-oxo-1,4-dihydroquinoline-3-carboxylic acid). The yield is 85.1%. Reaction SMILES: Cl.C([O-])(=O)C.[F:6][C:7]1[C:8]([N:22]2[C:31]3[C:26](=[CH:27][C:28]([F:34])=[C:29]([F:33])[C:30]=3[Cl:32])[C:25](=[O:35])[C:24]([C:36]([O:38]CC)=[O:37])=[CH:23]2)=[N:9][C:10]([NH:13]C(C)(C)CC(C)(C)C)=[CH:11][CH:12]=1>>[NH2:13][C:10]1[N:9]=[C:8]([N:22]2[C:31]3[C:26](=[CH:27][C:28]([F:34])=[C:29]([F:33])[C:30]=3[Cl:32])[C:25](=[O:35])[C:24]([C:36]([OH:38])=[O:37])=[CH:23]2)[C:7]([F:6])=[CH:12][CH:11]=1. Reported procedure: To 1.2 ml of the mixed solution of 4N hydrochloric acid and acetate (1:1) was added 235 mg of ethyl 1-[3-fluoro-6-(1,1,3,3-tetramethylbutylamino)pyridine-2-yl]-8-chloro-6,7-difluoro-4-oxo-1,4-dihydroquinoline-3-carboxylate and the mixture was heated under reflux for 6 hours with stirring and allowed to cool. The precipitate was collected by filtration and washed with ethanol to obtain 145 mg of the title compound as a gray powder. The reactants are C(C)(=O)C(C#N)C1=CC=C(C=C1)SC1=CC=CC=C1 (α-acetyl-4-phenylthiophenylacetonitrile), Cl.NNC(=O)N (semicarbazide hydrochloride), CO (methanol). Run in O (water). Run at temperature 0 celsius, time 10 minute. Product: NC1=NNC(=C1C1=CC=C(C=C1)SC1=CC=CC=C1)C (3-Amino-5-methyl-4-(4-phenylthiophenyl)pyrazole). The yield is 91.4%. RXN SMILES: [C:1]([CH:4]([C:7]1[CH:12]=[CH:11][C:10]([S:13][C:14]2[CH:19]=[CH:18][CH:17]=[CH:16][CH:15]=2)=[CH:9][CH:8]=1)[C:5]#[N:6])(=O)[CH3:2].Cl.[NH2:21][NH:22]C(N)=O.CO>O>[NH2:6][C:5]1[C:4]([C:7]2[CH:12]=[CH:11][C:10]([S:13][C:14]3[CH:19]=[CH:18][CH:17]=[CH:16][CH:15]=3)=[CH:9][CH:8]=2)=[C:1]([CH3:2])[NH:22][N:21]=1 |f:1.2|. Reported procedure: A mixture of 520 mg of α-acetyl-4-phenylthiophenylacetonitrile, 217 mg of semicarbazide hydrochloride, 15 ml of methanol and 3 ml of water was stirred at 0° C. for 10 minutes. Removing the ice bath, 40 hours later, the mixture was stirred at room temperature for 1 hour while keeping the pH at 9 to 10 by using aqueous solution of 2N sodium hydroxide. Adding 50 ml of water, the mixture was stirred for 30 minutes in ice-cooling, and the precipitate was filtered. It was directly added to the mixed s... The reactants are CSC1=NCCCN1, CO, Cl, I, NCC(c1ccccc1)c1ccccc1. Product: Cl, c1ccc(C(CNC2=NCCCN2)c2ccccc2)cc1. RXN SMILES: [CH3:17][S:18][C:19]1=[N:24][CH2:23][CH2:22][CH2:21][NH:20]1.[CH3:26][OH:27].[ClH:25].[IH:16].[c:1]1([CH:7]([CH2:8][NH2:9])[c:10]2[cH:11][cH:12][cH:13][cH:14][cH:15]2)[cH:2][cH:3][cH:4][cH:5][cH:6]1>>[ClH:25].[c:1]1([CH:7]([CH2:8][NH:9][C:19]2=[N:20][CH2:21][CH2:22][CH2:23][NH:24]2)[c:10]2[cH:11][cH:12][cH:13][cH:14][cH:15]2)[cH:2][cH:3][cH:4][cH:5][cH:6]1. Starting materials: C=1C=C[NH+]=CC1.[O-][Cr](=O)(=O)Cl (PCC), OCC=1C=C(C=CC1)C1=NOC(N1)=O (3-(3-hydroxymethyl-phenyl)-4H-[1,2,4]oxadiazol-5-one), ClCCl (dichloromethane). Run in O1CCCC1 (tetrahydrofuran). The product is O=C1NC(=NO1)C=1C=C(C=O)C=CC1 (3-(5-oxo-4,5-dihydro-[1,2,4]oxadiazol-3-yl)-benzaldehyde). Isolated yield 71.9%. As a reaction SMILES: C1C=C[NH+]=CC=1.[O-][Cr](Cl)(=O)=O.[OH:12][CH2:13][C:14]1[CH:15]=[C:16]([C:20]2[NH:24][C:23](=[O:25])[O:22][N:21]=2)[CH:17]=[CH:18][CH:19]=1.ClCCl>O1CCCC1>[O:25]=[C:23]1[O:22][N:21]=[C:20]([C:16]2[CH:15]=[C:14]([CH:19]=[CH:18][CH:17]=2)[CH:13]=[O:12])[NH:24]1 |f:0.1|. Procedure: Add PCC (5.22 g, 24.2 mmol) to a solution of 3-(3-hydroxymethyl-phenyl)-4H-[1,2,4]oxadiazol-5-one (3.10 g, 16.1 mmol) in tetrahydrofuran:dichloromethane (125 mL:125 mL) and stir. After 4 hours concentrate under reduced pressure to give a residue. Purify the residue by flash chromatography eluting with ethyl acetate:hexanes:acetic acid (50%:50%:0.1%) to yield the title product as a white solid (2.20 g, 72%): 1H NMR (DMSO-d6) δ 7.83 (t, 1H), 8.10-8.17 (m, 2H), 8.35 (m, 1H), 10.09 (s, 1H), 13.15 (b... Starting materials: C([O-])([O-])=O.[Cs+].[Cs+] (cesium carbonate), ClC1=CC=C(CC2=NN=C(O2)C=2C=CC(=C(C2)O)C)C=C1 (5-[5-(4-Chloro-benzyl)-[1,3,4]-oxadiazol-2-yl]-2-methyl-phenol), C(C)OC(=O)C=1C2=C(C(=NC1)Cl)C(=CS2)CBr (3-bromomethyl-4-chloro-thieno[3,2-c]pyridine-7-carboxylic acid ethyl ester). Solvent: O1CCCC1.CN(C=O)C (tetrahydrofuran N,N-dimethylformamide). Run at temperature 68 celsius, time 2 hour. The product is C(C)OC(=O)C=1C2=C(C(=NC1)Cl)C(=CS2)COC2=C(C=CC(=C2)C=2OC(=NN2)CC2=CC=C(C=C2)Cl)C (4-chloro-3-{5-[5-(4-chloro-benzyl)-[1,3,4]oxadiazol-2-yl]-2-methyl-phenoxymethyl}-thieno[3,2-c]pyridine-7-carboxylic acid ethyl ester). RXN SMILES: C(=O)([O-])[O-].[Cs+].[Cs+].[Cl:7][C:8]1[CH:27]=[CH:26][C:11]([CH2:12][C:13]2[O:17][C:16]([C:18]3[CH:19]=[CH:20][C:21]([CH3:25])=[C:22]([OH:24])[CH:23]=3)=[N:15][N:14]=2)=[CH:10][CH:9]=1.[CH2:28]([O:30][C:31]([C:33]1[C:34]2[S:42][CH:41]=[C:40]([CH2:43]Br)[C:35]=2[C:36]([Cl:39])=[N:37][CH:38]=1)=[O:32])[CH3:29]>O1CCCC1.CN(C)C=O>[CH2:28]([O:30][C:31]([C:33]1[C:34]2[S:42][CH:41]=[C:40]([CH2:43][O:24][C:22]3[CH:23]=[C:18]([C:16]4[O:17][C:13]([CH2:12][C:11]5[CH:26]=[CH:27][C:8]([Cl:7])=[CH:9][CH:10]=5)=[N:14][N:15]=4)[CH:19]=[CH:20][C:21]=3[CH3:25])[C:35]=2[C:36]([Cl:39])=[N:37][CH:38]=1)=[O:32])[CH3:29] |f:0.1.2,5.6|. Procedure: A suspension of cesium carbonate (0.54 g, 1.66 mmol), 5-[5-(4-chloro-benzyl)-[1,3,4]-oxadiazol-2-yl]-2-methyl-phenol (0.36 g, 1.20 mmol) (from Example 40 supra) in tetrahydrofuran/N,N-dimethylformamide (5:2, 21 mL) was heated at 68° C. for 2 hours. 3-Bromomethyl-4-chloro-thieno[3,2-c]pyridine-7-carboxylic acid ethyl ester (0.36 g, 1.08 mmol) (from Example 1 supra) was added. Heating was continued for 2 hours. The reaction mixture was partitioned between ethyl acetate and water. The aqueous phase... The yield is 37.0%. The reactants are FC(CN1CCC2=C(CC1)C=C(C(=C2)OC)N)(C)F (3-(2,2-Difluoro-propyl)-8-methoxy-2,3,4,5-tetrahydro-1H-benzo[d]azepin-7-ylamine), ClC1=NC=C(C(=N1)NC1=C(C=C(C=C1)N1CCN(CC1)C)OC)Cl ((2,5-Dichloro-pyrimidin-4-yl)-[2-methoxy-4-(4-methyl-piperazin-1-yl)-phenyl]-amine). Procedure: The title compound was prepared from 3-(2,2-Difluoro-propyl)-8-methoxy-2,3,4,5-tetrahydro-1H-benzo[d]azepin-7-ylamine and (2,5-Dichloro-pyrimidin-4-yl)-[2-methoxy-4-(4-methyl-piperazin-1-yl)-phenyl]-amine in an analogous manner to Example 61e. Product isolated as an off-white solid (0.030 g, 37%). MP: 165-167° C. 1H NMR (400 MHz, CDCl3, δ, ppm): 8.21 (d, 1H, J=8.8 Hz), 8.10 (s, 1H), 8.01 (s, 1H), 7.51 (s, 1H), 7.43 (s, 1H), 6.62 (s, 1H), 6.58-6.55 (m, 1H), 6.54-6.50 (s, 1H), 3.91 (s, 3H), 3.85 (... Yields the product ClC=1C(=NC(=NC1)NC1=CC2=C(CCN(CC2)CC(C)(F)F)C=C1OC)NC1=C(C=C(C=C1)N1CCN(CC1)C)OC (5-Chloro-N*2*-[3-(2,2-difluoro-propyl)-8-methoxy-2,3,4,5-tetrahydro-1H-benzo[d]azepin-7-yl]-N*4*-[2-methoxy-4-(4-methyl-piperazin-1-yl)-phenyl]-pyrimidine-2,4-diamine), solid. As a reaction SMILES: [F:1][C:2]([F:19])([CH3:18])[CH2:3][N:4]1[CH2:10][CH2:9][C:8]2[CH:11]=[C:12]([NH2:17])[C:13]([O:15][CH3:16])=[CH:14][C:7]=2[CH2:6][CH2:5]1.Cl[C:21]1[N:26]=[C:25]([NH:27][C:28]2[CH:33]=[CH:32][C:31]([N:34]3[CH2:39][CH2:38][N:37]([CH3:40])[CH2:36][CH2:35]3)=[CH:30][C:29]=2[O:41][CH3:42])[C:24]([Cl:43])=[CH:23][N:22]=1>>[Cl:43][C:24]1[C:25]([NH:27][C:28]2[CH:33]=[CH:32][C:31]([N:34]3[CH2:39][CH2:38][N:37]([CH3:40])[CH2:36][CH2:35]3)=[CH:30][C:29]=2[O:41][CH3:42])=[N:26][C:21]([NH:17][C:12]2[C:13]([O:15][CH3:16])=[CH:14][C:7]3[CH2:6][CH2:5][N:4]([CH2:3][C:2]([F:1])([F:19])[CH3:18])[CH2:10][CH2:9][C:8]=3[CH:11]=2)=[N:22][CH:23]=1.